This data is from the Open Reaction Database (ORD), a public repository of structured organic reaction records. The task is: describe an organic reaction: reactants, conditions, products, and yield The reactants are C1(=CC=CC=C1)P(=O)(C1=CC=CC=C1)OC=1[C@@H]([C@@H]2N(C1C(=O)OCC1=CC=C(C=C1)[N+](=O)[O-])C([C@@H]2[C@@H](C)O)=O)C (p-nitrobenzyl (1R,5S,6S)-2-diphenylphosphoryloxy-6-[(R)-1-hydroxyethyl]-1-methylcarbapen-2-em-3-carboxylate), C(C)(C)N(CC)C(C)C (diisopropylethylamine), C(C)(=O)S[C@@H]1CN(CC1)C=1SC=C(N1)C#N ((3S)-3-acetylthio-1-(4-cyano-1,3-thiazol-2-yl)pyrrolidine), C(C)(=O)O.NN (hydrazine acetate), C(O)([O-])=O.[Na+] (sodium hydrogencarbonate). The solvent is C(C)#N (acetonitrile), CN(C=O)C (dimethylformamide), C(C)(=O)OCC (ethyl acetate). Conditions: time 1 hour. Yields the product C(#N)C=1N=C(SC1)N1C[C@H](CC1)SC=1[C@@H]([C@H]2N(C1C(=O)OCC1=CC=C(C=C1)[N+](=O)[O-])C([C@@H]2[C@@H](C)O)=O)C (p-nitrobenzyl (1R,5S,6S)-2-[(3S)-1-(4-cyano-1,3-thiazol-2-yl)pyrrolidin-3-yl]thio-6-[(R)-1-hydroxyethyl]-1-methylcarbapen-2-em-3-carboxylate). Isolated yield 83.5%. As a reaction SMILES: C([S:4][C@H:5]1[CH2:9][CH2:8][N:7]([C:10]2[S:11][CH:12]=[C:13]([C:15]#[N:16])[N:14]=2)[CH2:6]1)(=O)C.C(O)(=O)C.NN.C1(P(O[C:38]2[C@H:39]([CH3:62])[C@H:40]3[C@@H:57]([C@H:58]([OH:60])[CH3:59])[C:56](=[O:61])[N:41]3[C:42]=2[C:43]([O:45][CH2:46][C:47]2[CH:52]=[CH:51][C:50]([N+:53]([O-:55])=[O:54])=[CH:49][CH:48]=2)=[O:44])(C2C=CC=CC=2)=O)C=CC=CC=1.C(N(C(C)C)CC)(C)C.C(=O)([O-])O.[Na+]>CN(C)C=O.C(#N)C.C(OCC)(=O)C>[C:15]([C:13]1[N:14]=[C:10]([N:7]2[CH2:8][CH2:9][C@H:5]([S:4][C:38]3[C@H:39]([CH3:62])[C@@H:40]4[C@@H:57]([C@H:58]([OH:60])[CH3:59])[C:56](=[O:61])[N:41]4[C:42]=3[C:43]([O:45][CH2:46][C:47]3[CH:52]=[CH:51][C:50]([N+:53]([O-:55])=[O:54])=[CH:49][CH:48]=3)=[O:44])[CH2:6]2)[S:11][CH:12]=1)#[N:16] |f:1.2,5.6|. Procedure details: To a solution of (3S)-3-acetylthio-1-(4-cyano-1,3-thiazol-2-yl)pyrrolidine (137 mg, 0.541 mmol) (obtained as described in Reference Example 19) in dimethylformamide (7 ml) was added hydrazine acetate (60 mg, 0.649 mmol) at room temperature under an atmosphere of nitrogen and the mixture was stirred for 1 hour. After checking the completion of the reaction, a solution of p-nitrobenzyl (1R,5S,6S)-2-diphenylphosphoryloxy-6-[(R)-1-hydroxyethyl]-1-methylcarbapen-2-em-3-carboxylate (322 mg, 0.541 mmol...